This data is from the Open Reaction Database (ORD), a public repository of structured organic reaction records. The task is: describe an organic reaction: reactants, conditions, products, and yield The reactants are NC(C#N)(CN1N=C2C=NC(=CC2=C1)Br)C (2-amino-3-(5-bromo-2H-pyrazolo[3,4-c]pyridin-2-yl)-2-methylpropionitrile), FC(C1=CC=C(C(=S)Cl)C=C1)(F)F (4-trifluoromethylthiobenzoyl chloride). Yields the product BrC1=CC=2C(C=N1)=NN(C2)CC(C)(C#N)NC(C2=CC=C(C=C2)C(F)(F)F)=S (N-[2-(5-Bromo-2H-pyrazolo[3,4-c]pyridin-2-yl)-1-cyano-1-methylethyl]-4-trifluoromethylthiobenzamide), solid. Isolated yield 87.0%. RXN SMILES: [NH2:1][C:2]([CH3:16])([CH2:5][N:6]1[CH:14]=[C:13]2[C:8]([CH:9]=[N:10][C:11]([Br:15])=[CH:12]2)=[N:7]1)[C:3]#[N:4].[F:17][C:18]([F:29])([F:28])[C:19]1[CH:27]=[CH:26][C:22]([C:23](Cl)=[S:24])=[CH:21][CH:20]=1>>[Br:15][C:11]1[N:10]=[CH:9][C:8]2=[N:7][N:6]([CH2:5][C:2]([NH:1][C:23](=[S:24])[C:22]3[CH:21]=[CH:20][C:19]([C:18]([F:17])([F:28])[F:29])=[CH:27][CH:26]=3)([C:3]#[N:4])[CH3:16])[CH:14]=[C:13]2[CH:12]=1. Reported procedure: Using a procedure similar to that described in Example 1, except using 2-amino-3-(5-bromo-2H-pyrazolo[3,4-c]pyridin-2-yl)-2-methylpropionitrile (100 mg, described in Example 199) and 4-trifluoromethylthiobenzoyl chloride (92 mg), the title compound was isolated as a white solid (150 mg, 87%). MS (ES): M/Z [M+H]=484. 1H NMR: (400 MHz, DMSO-d6): 1.69 (s, 3H), 5.20 (d, J=13.5 Hz, 1H), 5.27 (d, J=13.5 Hz, 1H), 7.88 (d, J=8.4 Hz, 2H), 7.93 (d, J=8.4 Hz, 2H), 8.04 (d, J=1.2 Hz, 1H), 8.54 (d, J=0.6 Hz,... Reactants: ClC=1C=CC(=C(C1)N=C=S)C (5-chloro-2-methyl-phenyl isothiocyanate), NC=1SC(=C(N1)C)C (2-amino-4,5-dimethylthiazole). The product is ClC=1C=CC(=C(C1)NC(=S)NC=1SC(=C(N1)C)C)C (1-(5-Chloro-2-methyl-phenyl)-3-(4,5-dimethyl-thiazol-2-yl)-thiourea). Yield: 31.4%. As a reaction SMILES: [Cl:1][C:2]1[CH:3]=[CH:4][C:5]([CH3:11])=[C:6]([N:8]=[C:9]=[S:10])[CH:7]=1.[NH2:12][C:13]1[S:14][C:15]([CH3:19])=[C:16]([CH3:18])[N:17]=1>>[Cl:1][C:2]1[CH:3]=[CH:4][C:5]([CH3:11])=[C:6]([NH:8][C:9]([NH:12][C:13]2[S:14][C:15]([CH3:19])=[C:16]([CH3:18])[N:17]=2)=[S:10])[CH:7]=1. Reported procedure: Prepared using Method B from 4.5 g (24.5 mmol) of 5-chloro-2-methyl-phenyl isothiocyanate and 2.79 g (24.5 mmol) of 2-amino-4,5-dimethylthiazole to give 2.4 g of title compound as a white solid (31% yield, m.p. 188-189° C.). Reactants: CO, CC(C)(C)OC(=O)N1CC(CNc2ccc(C(=O)Nc3n[nH]c4ccc(Cc5cc(F)cc(F)c5)cc34)c(N(C(=O)C(F)(F)F)C3CCOCC3)c2)C1. Product: CC(C)(C)OC(=O)N1CC(CNc2ccc(C(=O)Nc3n[nH]c4ccc(Cc5cc(F)cc(F)c5)cc34)c(NC3CCOCC3)c2)C1. RXN SMILES: [CH3:54][OH:55].[F:1][c:2]1[cH:3][c:4]([CH2:5][c:6]2[cH:7][c:8]3[c:9]([NH:15][C:16](=[O:17])[c:18]4[c:19]([N:37]([C:38](=[O:39])[C:40]([F:41])([F:42])[F:43])[CH:44]5[CH2:45][CH2:46][O:47][CH2:48][CH2:49]5)[cH:20][c:21]([NH:24][CH2:25][CH:26]5[CH2:27][N:28]([C:30](=[O:31])[O:32][C:33]([CH3:34])([CH3:35])[CH3:36])[CH2:29]5)[cH:22][cH:23]4)[n:10][nH:11][c:12]3[cH:13][cH:14]2)[cH:50][c:51]([F:53])[cH:52]1>>[F:1][c:2]1[cH:3][c:4]([CH2:5][c:6]2[cH:7][c:8]3[c:9]([NH:15][C:16](=[O:17])[c:18]4[c:19]([NH:37][CH:44]5[CH2:45][CH2:46][O:47][CH2:48][CH2:49]5)[cH:20][c:21]([NH:24][CH2:25][CH:26]5[CH2:27][N:28]([C:30](=[O:31])[O:32][C:33]([CH3:34])([CH3:35])[CH3:36])[CH2:29]5)[cH:22][cH:23]4)[n:10][nH:11][c:12]3[cH:13][cH:14]2)[cH:50][c:51]([F:53])[cH:52]1.